Dataset: the Open Reaction Database (ORD), a public repository of structured organic reaction records. Task: describe an organic reaction: reactants, conditions, products, and yield Starting materials: FC(C=1C=CC(NC1)=O)(F)F (5-trifluoromethyl-2-pyridone), P(Cl)(Cl)(Cl)(Cl)Cl (phosphorous pentachloride). Solvent: P(=O)(Cl)(Cl)Cl (phosphorous oxychloride). The product is ClC1=NC=C(C=C1)C(F)(F)F (2-chloro-5-trifluoromethylpyridine). As a reaction SMILES: [F:1][C:2]([F:11])([F:10])[C:3]1[CH:4]=[CH:5][C:6](=O)[NH:7][CH:8]=1.P(Cl)(Cl)(Cl)(Cl)[Cl:13]>P(Cl)(Cl)(Cl)=O>[Cl:13][C:6]1[CH:5]=[CH:4][C:3]([C:2]([F:11])([F:10])[F:1])=[CH:8][N:7]=1. Procedure details: 25 g of this 5-trifluoromethyl-2-pyridone was then added to 100 cc of phosphorous oxychloride and 40 g of phosphorous pentachloride and heated to 100° C. to 8 hours, the excess phosphorous oxychloride removed by distillation at reduced pressure and the residue remaining taken up in 200 cc of water. The pH was adjusted to 7 with sodium hydroxide. Extraction of the solution three times with 100 cc of with chloroform gave 2-chloro-5-trifluoromethylpyridine on removal of the solvent. Reactants: CC(C)(C)CC1NC(C(=O)Nc2ccn(CC(C)(C)OCC3CO3)n2)C(c2cccc(Cl)c2F)C1(C#N)c1ccc(Cl)cc1F, CN, CC(C)O. The product is CNCC(O)COC(C)(C)Cn1ccc(NC(=O)C2NC(CC(C)(C)C)C(C#N)(c3ccc(Cl)cc3F)C2c2cccc(Cl)c2F)n1. Reaction SMILES: [CH3:1][C:2]([CH2:3][n:4]1[n:5][c:6]([NH:9][C:10](=[O:11])[CH:12]2[NH:13][CH:14]([CH2:35][C:36]([CH3:37])([CH3:38])[CH3:39])[C:15]([C:25]#[N:26])([c:27]3[c:28]([F:34])[cH:29][c:30]([Cl:33])[cH:31][cH:32]3)[CH:16]2[c:17]2[c:18]([F:24])[c:19]([Cl:23])[cH:20][cH:21][cH:22]2)[cH:7][cH:8]1)([CH3:40])[O:41][CH2:42][CH:43]1[O:44][CH2:45]1.[CH3:46][NH2:47].[CH:48]([OH:49])([CH3:50])[CH3:51]>>[CH3:1][C:2]([CH2:3][n:4]1[n:5][c:6]([NH:9][C:10](=[O:11])[CH:12]2[NH:13][CH:14]([CH2:35][C:36]([CH3:37])([CH3:38])[CH3:39])[C:15]([C:25]#[N:26])([c:27]3[c:28]([F:34])[cH:29][c:30]([Cl:33])[cH:31][cH:32]3)[CH:16]2[c:17]2[c:18]([F:24])[c:19]([Cl:23])[cH:20][cH:21][cH:22]2)[cH:7][cH:8]1)([CH3:40])[O:41][CH2:42][CH:43]([OH:44])[CH2:45][NH:47][CH3:46].